This data is from the Open Reaction Database (ORD), a public repository of structured organic reaction records. The task is: describe an organic reaction: reactants, conditions, products, and yield The reactants are NC=1SC=CN1 (2-aminothiazole), [NH4+].[Cl-] (NH4Cl), CN1N=CC=C1C1=C(C=CC(=C1)C(F)(F)F)C1=C2C=CC(=CC2=CC=C1)S(=O)(=O)Cl (5-(2-(1-methyl-1H-pyrazol-5-yl)-4-(trifluoromethyl)phenyl)naphthalene-2-sulfonyl chloride), C[Si](C)(C)[N-][Si](C)(C)C.[Li+] (lithium bis(trimethylsilyl)amide). Run in C1CCOC1 (THF), C1CCOC1 (THF), C1CCOC1 (THF). Reaction conditions: temperature 0 celsius, time 15 minute. Product: CN1N=CC=C1C1=C(C=CC(=C1)C(F)(F)F)C1=C2C=CC(=CC2=CC=C1)S(=O)(=O)NC=1SC=CN1 (5-(2-(1-methyl-1H-pyrazol-5-yl)-4-(trifluoromethyl)phenyl)-N-(thiazol-2-yl)naphthalene-2-sulfonamide). Isolated yield 57.4%. RXN SMILES: [NH2:1][C:2]1[S:3][CH:4]=[CH:5][N:6]=1.C[Si]([N-][Si](C)(C)C)(C)C.[Li+].[CH3:17][N:18]1[C:22]([C:23]2[CH:28]=[C:27]([C:29]([F:32])([F:31])[F:30])[CH:26]=[CH:25][C:24]=2[C:33]2[CH:42]=[CH:41][CH:40]=[C:39]3[C:34]=2[CH:35]=[CH:36][C:37]([S:43](Cl)(=[O:45])=[O:44])=[CH:38]3)=[CH:21][CH:20]=[N:19]1.[NH4+].[Cl-]>C1COCC1>[CH3:17][N:18]1[C:22]([C:23]2[CH:28]=[C:27]([C:29]([F:30])([F:31])[F:32])[CH:26]=[CH:25][C:24]=2[C:33]2[CH:42]=[CH:41][CH:40]=[C:39]3[C:34]=2[CH:35]=[CH:36][C:37]([S:43]([NH:1][C:2]2[S:3][CH:4]=[CH:5][N:6]=2)(=[O:45])=[O:44])=[CH:38]3)=[CH:21][CH:20]=[N:19]1 |f:1.2,4.5|. Procedure details: A round bottom flask was charged with 2-aminothiazole (20.26 mg, 0.202 mmol) and sealed with septum. THF (1686 μl) was added and the solution was cooled to 0° C. A THF solution of lithium bis(trimethylsilyl)amide (253 μl, 0.253 mmol, 1 M) was added and the solution was maintained at 0° C. for 5 min To this solution was added 5-(2-(1-methyl-1H-pyrazol-5-yl)-4-(trifluoromethyl)phenyl)naphthalene-2-sulfonyl chloride (76.0 mg, 0.169 mmol) as a solution in THF (3 mL total). After 15 minutes at 0° C.,... Reactants: O=CCCCCCCCCCCC(=O)O (12-oxododecanoic acid), NO (hydroxylamine). Yields the product O=CCCCCCCCCCCC(O)=NO (12-oxododecanoic acid oxime). Reaction SMILES: [O:1]=[CH:2][CH2:3][CH2:4][CH2:5][CH2:6][CH2:7][CH2:8][CH2:9][CH2:10][CH2:11][CH2:12][C:13]([OH:15])=O.[NH2:16][OH:17]>>[O:1]=[CH:2][CH2:3][CH2:4][CH2:5][CH2:6][CH2:7][CH2:8][CH2:9][CH2:10][CH2:11][CH2:12][C:13](=[N:16][OH:17])[OH:15]. Reported procedure: Vernolia oil undergoes saponification and acification followed by cold temperature (-20° C.) crystallization to yield a methylated product comprised of vernolic, palmitic, oleic, linoleic and stearic acid. The vernolic acid is isolated and further purified through a series of low temperature recrystalizations. The purified vernolic acid, ##STR1## is then hydrogenated to yield 12,13-epoxystearic acid, having the formula: ##STR2## The 12,13-epoxystearic acid is then oxidized to yield 12-oxododecan... Starting materials: FC1=CC=C(C(=O)O)C=C1 (p-flurobenzoic acid). Run in cupric hydroxide, COCCOCCOCCOCCOC (tetraglyme). Reaction conditions: temperature 240 celsius. The product is FC1=CC=C(C(=O)OC2=CC(=CC=C2)F)C=C1 (m-fluorophenyl p-fluorobenzoate). Isolated yield 1.1%. As a reaction SMILES: [F:1][C:2]1[CH:10]=[CH:9][C:5]([C:6]([OH:8])=[O:7])=[CH:4][CH:3]=1>COCCOCCOCCOCCOC>[F:1][C:2]1[CH:10]=[CH:9][C:5]([C:6]([O:8][C:4]2[CH:5]=[CH:9][CH:10]=[C:2]([F:1])[CH:3]=2)=[O:7])=[CH:4][CH:3]=1. Procedure: A 25-ml Kjeldahl flask fitted with an air-cooling line was charged with 1.4 g of p-flurobenzoic acid, 0.976 g of cupric hydroxide, and 3 ml of tetraglyme as solvent, after which it was heated at 240° C. over an oil bath. This temperature was maintained for 60 minutes. After cooling, the reaction mixture was eluted with diethyl ether followed by filtration using Celite. the resulting filtrate was then submitted to column chromatography (solid phase: silica gel, developing solvent: hexane→methylen... Reactants: CN(C)C(=O)Cc1cc(C2CC2)ccc1Br, [Cu]I, Nc1ccc(-c2ccc(F)cc2)cc1F, [K+], [K+], O=C([O-])[O-]. Product: CN(C)C(=O)Cc1cc(C2CC2)ccc1Nc1ccc(-c2ccc(F)cc2)cc1F. RXN SMILES: [CH3:1][N:2]([C:3]([CH2:4][c:5]1[c:6]([Br:14])[cH:7][cH:8][c:9]([CH:11]2[CH2:12][CH2:13]2)[cH:10]1)=[O:15])[CH3:16].[Cu:38][I:39].[F:17][c:18]1[c:19]([NH2:20])[cH:21][cH:22][c:23](-[c:25]2[cH:26][cH:27][c:28]([F:31])[cH:29][cH:30]2)[cH:24]1.[K+:32].[K+:33].[O-:34][C:35]([O-:36])=[O:37]>>[CH3:1][N:2]([C:3]([CH2:4][c:5]1[c:6]([NH:20][c:19]2[c:18]([F:17])[cH:24][c:23](-[c:25]3[cH:26][cH:27][c:28]([F:31])[cH:29][cH:30]3)[cH:22][cH:21]2)[cH:7][cH:8][c:9]([CH:11]2[CH2:12][CH2:13]2)[cH:10]1)=[O:15])[CH3:16]. Starting materials: CC1=NNC(=C1C1=CC=NC=C1)C=CC1=CC=CC=C1.CC1=NNC(=C1C1=CC=NC=C1)CCC1=CC=CC=C1 (4-[3-Methyl-5-(2-phenylethyl)-1H-pyrazol-4-yl]pyridine 4-(3-Methyl-5-(2-phenylethenyl)-1H-pyrazol-4-yl)pyridine). Reagents/catalysts: [Pd] (Pd/C). Solvent: CO (MeOH). Product: CC1=NNC(=C1C1=CC=NC=C1)CCC1=CC=CC=C1 (4-(3-methyl-5-phenylethyl-1H-pyrazol-4-yl)pyridine). RXN SMILES: [CH3:1][C:2]1[C:6]([C:7]2[CH:12]=[CH:11][N:10]=[CH:9][CH:8]=2)=[C:5]([CH:13]=[CH:14][C:15]2[CH:20]=[CH:19][CH:18]=[CH:17][CH:16]=2)[NH:4][N:3]=1.CC1C(C2C=CN=CC=2)=C(CCC2C=CC=CC=2)NN=1>CO.[Pd]>[CH3:1][C:2]1[C:6]([C:7]2[CH:12]=[CH:11][N:10]=[CH:9][CH:8]=2)=[C:5]([CH2:13][CH2:14][C:15]2[CH:20]=[CH:19][CH:18]=[CH:17][CH:16]=2)[NH:4][N:3]=1 |f:0.1|. Procedure details: 4-[3-Methyl-5-(2-phenylethyl)-1H-pyrazol-4-yl]pyridine 4-(3-Methyl-5-(2-phenylethenyl)-1H-pyrazol-4-yl)pyridine (Example 1) (0.177 g, 0.67 mmol) was hydrogenated (5-30 psi) in MeOH in the presence of a catalytic amount of 4% Pd/C at RT for 12 hours. The resulting mixture was filtered and the resulting solution was concentrated to give 4-(3-methyl-5-phenylethyl-1H-pyrazol-4-yl)pyridine quantitatively: MS (M+H+) 264 (100%).